From a dataset of the Open Reaction Database (ORD), a public repository of structured organic reaction records. describe an organic reaction: reactants, conditions, products, and yield Yields the product C(C1=CC=CC=C1)OC([C@@H](NC(=O)N1CCOCC1)C(C)C)=O (N-morpholinocarbonyl-(L)-valine-benzyl ester). Procedure: 0.8 ml (8.1 mmol) of (morpholinocarbonyl)chloride (preparation: J. Med. Chem. 31, 2277 (1988)) and 4.1 ml (24.1 mmol) of N-ethyldiisopropylamine are added to a solution of 4 g (10.5 mmol) of (L)-valine-benzyl ester 4-toluenesulfonate in 56 ml of methylene chloride and the mixture is stirred at RT for 24 h. The reaction mixture is diluted with ethyl acetate and washed in succession with 1N hydrochloric acid, water, saturated sodium hydrogen carbonate solution and brine. The organic phase is dried... Reaction SMILES: [O:1]1[CH2:6][CH2:5][N:4]([C:7](Cl)=[O:8])[CH2:3][CH2:2]1.C(N(C(C)C)C(C)C)C.C1(C)C=CC(S(O)(=O)=O)=CC=1.[CH2:30]([O:37][C:38](=[O:44])[C@H:39]([CH:41]([CH3:43])[CH3:42])[NH2:40])[C:31]1[CH:36]=[CH:35][CH:34]=[CH:33][CH:32]=1>C(Cl)Cl.C(OCC)(=O)C>[CH2:30]([O:37][C:38](=[O:44])[C@H:39]([CH:41]([CH3:42])[CH3:43])[NH:40][C:7]([N:4]1[CH2:5][CH2:6][O:1][CH2:2][CH2:3]1)=[O:8])[C:31]1[CH:36]=[CH:35][CH:34]=[CH:33][CH:32]=1 |f:2.3|. Conditions: time 24 hour. The reactants are O1CCN(CC1)C(=O)Cl ((morpholinocarbonyl)chloride), C(C)N(C(C)C)C(C)C (N-ethyldiisopropylamine), C1(=CC=C(C=C1)S(=O)(=O)O)C.C(C1=CC=CC=C1)OC([C@@H](N)C(C)C)=O ((L)-valine-benzyl ester 4-toluenesulfonate). Run in C(Cl)Cl (methylene chloride), C(C)(=O)OCC (ethyl acetate). Starting materials: BrC=1SC=CC1C1=CC=C(C=C1)CC(CCCC)CC (2-bromo-3-[4-(2-ethylhexyl)-phenyl]-thiophene), S(=S)(=O)([O-])[O-].[Na+].[Na+] (sodium thiosulfate), II (iodine), C(C)(=O)O.C(C)(=O)O.IC1=CC=CC=C1 (iodobenzene diacetate). Conditions: time 4 hour. Yields the product BrC=1SC(=CC1C1=CC=C(C=C1)CC(CCCC)CC)I (2-bromo-3-[4-(2-ethylhexyl)-phenyl]-5-iodothiophene). Reaction SMILES: [Br:1][C:2]1[S:3][CH:4]=[CH:5][C:6]=1[C:7]1[CH:12]=[CH:11][C:10]([CH2:13][CH:14]([CH2:19][CH3:20])[CH2:15][CH2:16][CH2:17][CH3:18])=[CH:9][CH:8]=1.II.C(O)(=O)C.C(O)(=O)C.[I:31]C1C=CC=CC=1.S([O-])([O-])(=O)=S.[Na+].[Na+]>>[Br:1][C:2]1[S:3][C:4]([I:31])=[CH:5][C:6]=1[C:7]1[CH:12]=[CH:11][C:10]([CH2:13][CH:14]([CH2:19][CH3:20])[CH2:15][CH2:16][CH2:17][CH3:18])=[CH:9][CH:8]=1 |f:2.3.4,5.6.7|. Procedure details: The procedure was adapted from Yokoyama, A. Macromolecules 2004, 37, 1169. A 100-mL round bottom flask was charged with 2-bromo-3-[4-(2-ethylhexyl)-phenyl]-thiophene (2.6 g, 7.4 mmol), purged with N2, and anhydrous dichloromethane (18 mL) was added via a deoxygenated syringe. The reaction flask was cooled down to 0° C., whereupon iodine (I2) (1.04 g, 4.1 mmol) and iodobenzene diacetate (PhI(OAc)2) (1.4 g, 4.4 mmol) were added in one portion, and the mixture was stirred at ambient temperature for...